Dataset: the Open Reaction Database (ORD), a public repository of structured organic reaction records. Task: describe an organic reaction: reactants, conditions, products, and yield Product: mixture, IC1=CC=CC2=C1C(C1=C(CC2)C(=CC=C1)C=O)=O (6-Iodo-5-oxo-10,11-dihydro-5H-dibenzo[a,d]cycloheptene-1-carboxaldehyde). The reagents and catalysts are [O-2].[O-2].[Mn+4] (manganese dioxide). Reactants: 4-iodo form, IC1=CC=CC2=C1C(C1=C(CC2)C(=CC=C1)CO)=O (6-Iodo-5-oxo-10,11-dihydro-5H-dibenzo[a,d]cyclohepten-1-ylmethanol), mixture, IC1=CC=CC2=C1C(C1=C(CC2)C(=CC=C1)CO)=O (6-iodo-5-oxo-10,11-dihydro-5H-dibenzo[a,d]cyclohepten-1-ylmethanol). Procedure: 150 mg of the mixture of 6-iodo-5-oxo-10,11-dihydro-5H-dibenzo[a,d]cyclohepten-1-ylmethanol and 4-iodo form prepared in Example 6-a was oxidized by the procedure of Example 1-f using manganese dioxide, to give 120 mg of a mixture of the title compound with a 4-iodo form as a colorless powder. Reaction SMILES: [I:1][C:2]1[C:7]2[C:8](=[O:19])[C:9]3[CH:16]=[CH:15][CH:14]=[C:13]([CH2:17][OH:18])[C:10]=3[CH2:11][CH2:12][C:6]=2[CH:5]=[CH:4][CH:3]=1>[O-2].[O-2].[Mn+4]>[I:1][C:2]1[C:7]2[C:8](=[O:19])[C:9]3[CH:16]=[CH:15][CH:14]=[C:13]([CH:17]=[O:18])[C:10]=3[CH2:11][CH2:12][C:6]=2[CH:5]=[CH:4][CH:3]=1 |f:1.2.3|. Starting materials: [O-2].[Mg+2] (magnesium oxide), cristobalite, P(=O)(O)(O)[O-].[NH4+] (ammonium dihydrogen phosphate), quartz. The solvent is O (water), O (water). The product is O.O.O.O.O.O.P(=O)([O-])([O-])[O-].[NH4+].[Mg+2] (magnesium ammonium phosphate hexahydrate). RXN SMILES: [O-2:1].[Mg+2:2].[P:3]([O-:7])([OH:6])([OH:5])=[O:4].[NH4+:8]>O>[OH2:4].[OH2:1].[OH2:4].[OH2:4].[OH2:4].[OH2:4].[P:3]([O-:7])([O-:6])([O-:5])=[O:4].[NH4+:8].[Mg+2:2] |f:0.1,2.3,5.6.7.8.9.10.11.12.13|. Procedure: U.S. Pat. No. 4,428,906 discloses a pressure-transmitting medium prepared from a mixture of borosilicate glass and a refractory powder. The refractory powder consists of magnesium oxide, ammonium dihydrogen phosphate and silica powder in the form of quartz and cristobalite. The borosilicate glass and refractory powders are mixed with water to form a slurry that is cast into the shape of a die. The refractory powder and water react at ambient temperatures to form magnesium ammonium phosphate hexa...